From a dataset of the Open Reaction Database (ORD), a public repository of structured organic reaction records. describe an organic reaction: reactants, conditions, products, and yield Starting materials: N1=C(C=CC=C1)C1=NOC(=N1)C1=CC(=CC(=C1)C#N)Br (3-(2-pyridyl)-5-(3-bromo-5-cyanophenyl)-1,2,4-oxadiazole), NC=1C=C(C=CC1)B(O)O (3-aminophenylboronic acid), COCCOC (ethylene glycol dimethyl ether), C([O-])([O-])=O.[Na+].[Na+] (sodium carbonate). Reagents/catalysts: C=1C=CC(=CC1)[P](C=2C=CC=CC2)(C=3C=CC=CC3)[Pd]([P](C=4C=CC=CC4)(C=5C=CC=CC5)C=6C=CC=CC6)([P](C=7C=CC=CC7)(C=8C=CC=CC8)C=9C=CC=CC9)[P](C=1C=CC=CC1)(C=1C=CC=CC1)C=1C=CC=CC1 (Pd(PPh3)4). Solvent: C(C)(=O)OCC (ethyl acetate), C(C)(=O)OCC (ethyl acetate), CCCCCC (hexane), C(C)(=O)OCC (ethyl acetate), CCCCCC (hexane). The product is N1=C(C=CC=C1)C1=NOC(=N1)C1=CC(=CC(=C1)C1=CC(=CC=C1)N)C#N (3-(2-pyridyl)-5-(3-cyano-5-(3-aminophenyl)phenyl)-1,2,4-oxadiazole). The yield is 44.9%. As a reaction SMILES: [N:1]1[CH:6]=[CH:5][CH:4]=[CH:3][C:2]=1[C:7]1[N:11]=[C:10]([C:12]2[CH:17]=[C:16]([C:18]#[N:19])[CH:15]=[C:14](Br)[CH:13]=2)[O:9][N:8]=1.[NH2:21][C:22]1[CH:23]=[C:24](B(O)O)[CH:25]=[CH:26][CH:27]=1.COCCOC.C(=O)([O-])[O-].[Na+].[Na+]>CCCCCC.C1C=CC([P]([Pd]([P](C2C=CC=CC=2)(C2C=CC=CC=2)C2C=CC=CC=2)([P](C2C=CC=CC=2)(C2C=CC=CC=2)C2C=CC=CC=2)[P](C2C=CC=CC=2)(C2C=CC=CC=2)C2C=CC=CC=2)(C2C=CC=CC=2)C2C=CC=CC=2)=CC=1.C(OCC)(=O)C>[N:1]1[CH:6]=[CH:5][CH:4]=[CH:3][C:2]=1[C:7]1[N:11]=[C:10]([C:12]2[CH:13]=[C:14]([C:26]3[CH:25]=[CH:24][CH:23]=[C:22]([NH2:21])[CH:27]=3)[CH:15]=[C:16]([C:18]#[N:19])[CH:17]=2)[O:9][N:8]=1 |f:3.4.5,^1:52,54,73,92|. Procedure: In a similar fashion, 3-(2-pyridyl)-5-(3-bromo-5-cyanophenyl)-1,2,4-oxadiazole (70 mg, 0.21 mmol), 3-aminophenylboronic acid (66 mg, 0.43 mmol), and Pd(PPh3)4 (25 mg, 0.021 mmol), in a solution of ethylene glycol dimethyl ether (3 mL) and 2M sodium carbonate (3 mL) was heated in a sealed vial at 100° C. for 1 hour. Standard work up and silica gel chromatography using a gradient of 30% ethyl acetate in hexane to 100% ethyl acetate, followed by trituration with 50% ethyl acetate in hexane afforded...